From a dataset of the Open Reaction Database (ORD), a public repository of structured organic reaction records. describe an organic reaction: reactants, conditions, products, and yield Starting materials: product, C(#N)[B-](C1=CC=CC=C1)(C1=CC=CC=C1)C1=CC=CC=C1.[Na+] (sodium cyanotriphenylborate). Solvent: CO (methanol). Run at time 17 hour. Product: B(C1=CC=CC=C1)(C1=CC=CC=C1)C1=CC=CC=C1 (B(C6H5)3). Reaction SMILES: C([B-:3]([C:16]1[CH:21]=[CH:20][CH:19]=[CH:18][CH:17]=1)([C:10]1[CH:15]=[CH:14][CH:13]=[CH:12][CH:11]=1)[C:4]1[CH:9]=[CH:8][CH:7]=[CH:6][CH:5]=1)#N.[Na+]>CO>[B:3]([C:10]1[CH:11]=[CH:12][CH:13]=[CH:14][CH:15]=1)([C:16]1[CH:21]=[CH:20][CH:19]=[CH:18][CH:17]=1)[C:4]1[CH:5]=[CH:6][CH:7]=[CH:8][CH:9]=1 |f:0.1|. Procedure details: 0.25 g of the product from c) was dissolved almost completely in 5 ml of methanol. 0.45 g of sodium cyanotriphenylborate was added. The mixture was stirred at room temperature for 17 h, during which the product gradually became crystalline. This product was filtered off with suction and washed with 25 ml of methanol, 25 ml of water and again with 25 ml of methanol. Drying gave 0.15 g (59% of theory) of a pale grey powder of the formula (LXXIV) with X−=NC—B(C6H5)3−. The reactants are C(C)(C)(C)C=1C=C(C=2C(N(N=CC2C1)C1=C(C(=CC=C1)Cl)CO)=O)C=O (7-tert-butyl-3-[3-chloro-2-(hydroxymethyl)phenyl]-4-oxo-3,4-dihydrophthalazine-5-carbaldehyde), Cl (hydrochloric acid), ClC(C)Cl (dichloroethane), [BH4-].[Na+] (Sodium borohydride). Solvent: CO (methanol). Reaction conditions: time 4 hour. The product is C(C)(C)(C)C=1C=C2C=NN(C(C2=C(C1)CO)=O)C1=C(C(=CC=C1)Cl)CO (6-tert-butyl-2-[3-chloro-2-(hydroxymethyl)phenyl]-8-(hydroxymethyl)phthalazin-1(2H)-one). Isolated yield 26.4%. As a reaction SMILES: [C:1]([C:5]1[CH:6]=[C:7]([CH:25]=[O:26])[C:8]2[C:9](=[O:24])[N:10]([C:15]3[CH:20]=[CH:19][CH:18]=[C:17]([Cl:21])[C:16]=3[CH2:22][OH:23])[N:11]=[CH:12][C:13]=2[CH:14]=1)([CH3:4])([CH3:3])[CH3:2].ClC(Cl)C.[BH4-].[Na+].Cl>CO>[C:1]([C:5]1[CH:14]=[C:13]2[C:8](=[C:7]([CH2:25][OH:26])[CH:6]=1)[C:9](=[O:24])[N:10]([C:15]1[CH:20]=[CH:19][CH:18]=[C:17]([Cl:21])[C:16]=1[CH2:22][OH:23])[N:11]=[CH:12]2)([CH3:4])([CH3:2])[CH3:3] |f:2.3|. Procedure details: The above 7-tert-butyl-3-[3-chloro-2-(hydroxymethyl)phenyl]-4-oxo-3,4-dihydrophthalazine-5-carbaldehyde (147 mg, 0.396 mmol) was combined with dichloroethane (5 mL) and methanol (5 mL) to give a yellow solution. Sodium borohydride (27 mg, 0.714 mmol) was added and the mixture was stirred at room temperature for 4 hrs. The mixture was treated with 1N hydrochloric acid and extracted with dichloromethane. The organic layer was washed with brined and dried over sodium sulfate. After the evaporation ... Product: N#Cc1c(N)nc(SCCO)c(C#N)c1-c1ccc2c(c1)OCC(CO)O2. The reactants are O=C([O-])O, N#Cc1c(N)nc(S)c(C#N)c1-c1ccc2c(c1)OCC(CO)O2, [Na+], CN(C)C=O, OCCBr. Reaction SMILES: [C:29](=[O:30])([OH:31])[O-:32].[NH2:1][c:2]1[n:3][c:4]([SH:24])[c:5]([C:22]#[N:23])[c:6](-[c:10]2[cH:11][c:12]3[c:13]([cH:20][cH:21]2)[O:14][CH:15]([CH2:18][OH:19])[CH2:16][O:17]3)[c:7]1[C:8]#[N:9].[Na+:33].[O:34]=[CH:35][N:36]([CH3:37])[CH3:38].[OH:25][CH2:26][CH2:27][Br:28]>>[NH2:1][c:2]1[n:3][c:4]([S:24][CH2:27][CH2:26][OH:25])[c:5]([C:22]#[N:23])[c:6](-[c:10]2[cH:11][c:12]3[c:13]([cH:20][cH:21]2)[O:14][CH:15]([CH2:18][OH:19])[CH2:16][O:17]3)[c:7]1[C:8]#[N:9]. Reactants: CS(=O)(=O)O.CS(=O)(=O)O.NC1=C(N2N(CCC2)C1=O)N (2,3-diamino-6,7-dihydro-1H,5H-pyrazolo[1,2-a]pyrazol-1-one dimethane sulfonate), OO (hydrogen peroxide), NC=1C=CC(=C(C1)NCCO)OC (2-[(5-amino-2-methoxyphenyl)amino]ethanol), N (ammonia). Solvent: O (water), C(C)O (ethanol). Product: NC1=C(C(N2N1CCC2)=O)\N=C\2/C(=C\C(\C(=C2)OC)=N/CCO)N (3-amino-2-({(1Z,4E)-2-amino-4-[(2-hydroxyethyl)imino]-5-methoxycyclohexa-2,5-dien-1-ylidene}amino)-6,7-dihydro-1H,5H-pyrazolo[1,2-a]pyrazol-1-one). RXN SMILES: CS(O)(=O)=O.CS(O)(=O)=O.[NH2:11][C:12]1[C:19](=[O:20])[N:15]2[CH2:16][CH2:17][CH2:18][N:14]2[C:13]=1[NH2:21].[NH2:22][C:23]1[CH:24]=[CH:25][C:26]([O:33][CH3:34])=[C:27]([NH:29][CH2:30][CH2:31][OH:32])[CH:28]=1.N.OO>O.C(O)C>[NH2:21][C:13]1[N:14]2[CH2:18][CH2:17][CH2:16][N:15]2[C:19](=[O:20])[C:12]=1[N:11]=[C:24]1[C:23]([NH2:22])=[CH:28][C:27](=[N:29][CH2:30][CH2:31][OH:32])[C:26]([O:33][CH3:34])=[CH:25]1 |f:0.1.2|. Procedure details: 0.05 mmol of 2,3-diamino-6,7-dihydro-1H,5H-pyrazolo[1,2-a]pyrazol-1-one dimethane sulfonate was dissolved in a mixture of water and ethanol (7.5 ml/1.5 ml). This solution was admixed with 0.05 mmol of 2-[(5-amino-2-methoxyphenyl)amino]ethanol, then with 1.8 ml of concentrated aqueous ammonia, then with 9 ml of hydrogen peroxide. Starting materials: C(C)(C)(C)[N+]#[C-] (tert-butyl isocyanide), COC1(CCOCC1)OC (4,4-dimethoxytetrahydropyran), C(O)([O-])=O.[Na+] (sodium hydrogen carbonate). Reagents/catalysts: [Ti](Cl)(Cl)(Cl)Cl (titanium tetrachloride). The solvent is ClCCl (dichloromethane). Run at temperature -78 celsius, time 8 hour. Product: COC1(CCOCC1)C#N (4-methoxytetrahydropyran-4-carbonitrile). Isolated yield 78.0%. RXN SMILES: CO[C:3]1([O:9][CH3:10])[CH2:8][CH2:7][O:6][CH2:5][CH2:4]1.[C:11]([N+:15]#[C-])(C)(C)C.C(=O)([O-])O.[Na+]>ClCCl.[Ti](Cl)(Cl)(Cl)Cl>[CH3:10][O:9][C:3]1([C:11]#[N:15])[CH2:4][CH2:5][O:6][CH2:7][CH2:8]1 |f:2.3|. Procedure: Under an argon atmosphere, 4,4-dimethoxytetrahydropyran (4.39 g, 30.0 mmol) was dissolved in dichloromethane (60 mL), and tert-butyl isocyanide (3.73 mL, 33.0 mmol) and titanium tetrachloride (3.95 mL, 36.8 mmol) were added thereto at −78° C., and then, the mixture was stirred overnight at room temperature. To the mixture, an aqueous sodium hydrogen carbonate solution was added, and the mixture was filtered through Celite, and then, the filtrate was extracted with chloroform. The organic layer w... The reactants are O[Li].O (LiOH.H2O), Cl (HCl), C(C)OC(CCCCC(=O)NC1CCN(CC1)C(=O)OCC1=CC(=CC(=C1)Cl)Cl)=O (3,5-Dichlorobenzyl 4-(6-ethoxy-6-oxohexanamido)pipendine-1-carboxylate). Solvent: O (water), CCOC(=O)C (EtOAc), C1CCOC1 (THF), O (water). Reaction conditions: time 3 hour. Yields the product ClC=1C=C(COC(=O)N2CCC(CC2)NC(CCCCC(=O)O)=O)C=C(C1)Cl (6-((1-(((3,5-Dichlorobenzyl)oxy)carbonyl)piperidin-4-yl)amino)-6-oxohexanoic acid). Reaction SMILES: C([O:3][C:4](=[O:30])[CH2:5][CH2:6][CH2:7][CH2:8][C:9]([NH:11][CH:12]1[CH2:17][CH2:16][N:15]([C:18]([O:20][CH2:21][C:22]2[CH:27]=[C:26]([Cl:28])[CH:25]=[C:24]([Cl:29])[CH:23]=2)=[O:19])[CH2:14][CH2:13]1)=[O:10])C.O[Li].O.Cl>C1COCC1.O.CCOC(C)=O>[Cl:28][C:26]1[CH:27]=[C:22]([CH:23]=[C:24]([Cl:29])[CH:25]=1)[CH2:21][O:20][C:18]([N:15]1[CH2:16][CH2:17][CH:12]([NH:11][C:9](=[O:10])[CH2:8][CH2:7][CH2:6][CH2:5][C:4]([OH:30])=[O:3])[CH2:13][CH2:14]1)=[O:19] |f:1.2|. Reported procedure: To a suspension of 3,5-dichlorobenzyl 4-(6-ethoxy-6-oxohexanamido)piperidine-1-carboxylate (step 1) (130 mg, 0.283 mmol) in THF (3 mL)/water (1 mL) was added LiOH.H2O (26.1 mg, 0.623 mmol) and the reaction mixture stirred at RT for 3 hrs. The resulting mixture was diluted with water and EtOAc and the aqueous portion acidified with 0.1 M HCl solution (pH 5-6). The resulting precipitate was collected by filtration and washed with water to afford the title product;